From a dataset of the Open Reaction Database (ORD), a public repository of structured organic reaction records. describe an organic reaction: reactants, conditions, products, and yield The reactants are C(C)OC(CNC1=C(C=CC(=C1)F)[N+](=O)[O-])=O (N-(2-nitro-5-fluorophenyl)glycine ethyl ester), C1CCOC1 (THF), CO (methanol), [H][H] (hydrogen). The reagents and catalysts are [C].[Pd] (palladium-carbon). Conditions: time 1 hour. Product: FC1=CC=C2NC(C(N(C2=C1)CC(=O)OCC)=O)=O (ethyl 2-(7-fluoro-2,3-dioxo-1,2,3,4-tetrahydroquinoxalin-1-yl)acetate). Isolated yield 80.0%. Reaction SMILES: [CH2:1]([O:3][C:4](=[O:17])[CH2:5][NH:6][C:7]1[CH:12]=[C:11]([F:13])[CH:10]=[CH:9][C:8]=1[N+:14]([O-])=O)[CH3:2].[CH2:18]1[CH2:22][O:21]CC1.[H][H].C[OH:26]>[C].[Pd]>[F:13][C:11]1[CH:12]=[C:7]2[C:8]([NH:14][C:18](=[O:26])[C:22](=[O:21])[N:6]2[CH2:5][C:4]([O:3][CH2:1][CH3:2])=[O:17])=[CH:9][CH:10]=1 |f:4.5|. Procedure: A mixture of 6.52 g of N-(2-nitro-5-fluorophenyl)glycine ethyl ester, 100 ml of THF, 50 ml of methanol and 500 mg of 10% palladium-carbon was stirred in a hydrogen gas atmosphere, whereby the nitro group was reduced. The reaction mixture was filtered and the filtrate was concentrated under reduced pressure. To the resulting residue, 200 ml of chloroform and 7.54 ml of triethylamine were added to dissolve the former in the latter. While stirring, a 30 ml chloroform solution of 7.35 g of ethyl chl... Reactants: [OH-].[Na+] (NaOH), C(C)(=O)OC1=CC(=C(C=C1)O[Si](C1=CC=CC=C1)(C1=CC=CC=C1)C(C)(C)C)F (4-{[t -Butyl(diphenyl)silyl]oxy}-3-fluorophenyl acetate), Cl (HCl). The solvent is CO (methanol). Reaction conditions: time 30 minute. The product is [Si](C1=CC=CC=C1)(C1=CC=CC=C1)(C(C)(C)C)OC1=C(C=C(C=C1)O)F (4-{[t-Butyl(diphenyl)silyl]oxy}-3-fluorophenol). Yield: 95.0%. RXN SMILES: C([O:4][C:5]1[CH:10]=[CH:9][C:8]([O:11][Si:12]([C:25]([CH3:28])([CH3:27])[CH3:26])([C:19]2[CH:24]=[CH:23][CH:22]=[CH:21][CH:20]=2)[C:13]2[CH:18]=[CH:17][CH:16]=[CH:15][CH:14]=2)=[C:7]([F:29])[CH:6]=1)(=O)C.[OH-].[Na+].Cl>CO>[Si:12]([O:11][C:8]1[CH:9]=[CH:10][C:5]([OH:4])=[CH:6][C:7]=1[F:29])([C:25]([CH3:28])([CH3:27])[CH3:26])([C:19]1[CH:20]=[CH:21][CH:22]=[CH:23][CH:24]=1)[C:13]1[CH:14]=[CH:15][CH:16]=[CH:17][CH:18]=1 |f:1.2|. Procedure: 4-{[t -Butyl(diphenyl)silyl]oxy}-3-fluorophenyl acetate (5.28 g, 12.92 mmol) was dissolved in methanol (100 mL). 1N NaOH (15.5 mL) was added. The solution was stirred for 30 minutes at ambient temperature. 1N HCl (16 mL) was added. The solvent was removed in vacuo and the solid partitioned between dichloromethane and water. The aqueous phase was washed with dichloromethane. The organic layers were combined and the solvent dried over anhydrous magnesium sulfate. The solution was filtered and the ... Starting materials: ClC1=NC(=CC2=CC(=CC=C12)OC)NC1=NNC(=C1)C ((1-chloro-6-methoxy-isoquinolin-3-yl)-(5-methyl-1H-pyrazol-3-yl)-amine), FC(C=1C=C(C=CC1)B(O)O)(F)F (3-trifluoromethyl-phenylboronic acid). Product: FC(C=1C=C(C=CC1)C1=NC(=CC2=CC(=CC=C12)OC)NC1=NNC(=C1)C)(F)F ([1-(3-trifluoromethyl-phenyl)-6-methoxy-isoquinolin-3-yl]-(5-methyl-1H-pyrazol-3-yl)-amine). Reaction SMILES: Cl[C:2]1[C:11]2[C:6](=[CH:7][C:8]([O:12][CH3:13])=[CH:9][CH:10]=2)[CH:5]=[C:4]([NH:14][C:15]2[CH:19]=[C:18]([CH3:20])[NH:17][N:16]=2)[N:3]=1.[F:21][C:22]([F:33])([F:32])[C:23]1[CH:24]=[C:25](B(O)O)[CH:26]=[CH:27][CH:28]=1>>[F:21][C:22]([F:33])([F:32])[C:23]1[CH:28]=[C:27]([C:2]2[C:11]3[C:6](=[CH:7][C:8]([O:12][CH3:13])=[CH:9][CH:10]=3)[CH:5]=[C:4]([NH:14][C:15]3[CH:19]=[C:18]([CH3:20])[NH:17][N:16]=3)[N:3]=2)[CH:26]=[CH:25][CH:24]=1. Procedure details: Similar procedure as described in example 131 was used, starting from (1-chloro-6-methoxy-isoquinolin-3-yl)-(5-methyl-1H-pyrazol-3-yl)-amine and 3-trifluoromethyl-phenylboronic acid to give [1-(3-trifluoromethyl-phenyl)-6-methoxy-isoquinolin-3-yl]-(5-methyl-1H-pyrazol-3-yl)-amine. LC-MS m/e 399(MH+).